Dataset: the Open Reaction Database (ORD), a public repository of structured organic reaction records. Task: describe an organic reaction: reactants, conditions, products, and yield The reactants are C(O)CN (ethanolamine), CN1CCOCC1 (N-methylmorpholine), C(C)OC(C(F)(F)F)=O (ethyltrifluoroacetate), C1(=CC=CC=C1)C(C1=CC=CC=C1)(C1=CC=CC=C1)Cl (triphenylmethyl chloride). Run in ClCCl (dichloromethane). Run at time 30 minute. Yields the product FC(C(=O)NCCOC(C1=CC=CC=C1)(C1=CC=CC=C1)C1=CC=CC=C1)(F)F (N-(trifluoroacetyl)-O-(trityl)-ethanolamine). Yield: 22.5%. As a reaction SMILES: [CH2:1]([CH2:3][NH2:4])[OH:2].CN1CCOCC1.C(O[C:15](=[O:20])[C:16]([F:19])([F:18])[F:17])C.[C:21]1([C:27](Cl)([C:34]2[CH:39]=[CH:38][CH:37]=[CH:36][CH:35]=2)[C:28]2[CH:33]=[CH:32][CH:31]=[CH:30][CH:29]=2)[CH:26]=[CH:25][CH:24]=[CH:23][CH:22]=1>ClCCl>[F:19][C:16]([F:17])([F:18])[C:15]([NH:4][CH2:3][CH2:1][O:2][C:27]([C:21]1[CH:26]=[CH:25][CH:24]=[CH:23][CH:22]=1)([C:34]1[CH:35]=[CH:36][CH:37]=[CH:38][CH:39]=1)[C:28]1[CH:29]=[CH:30][CH:31]=[CH:32][CH:33]=1)=[O:20]. Procedure details: To 200 mL of dichloromethane was added 100 mmole of ethanolamine, 200 mmole of N-methylmorpholine and 105 mmole of ethyltrifluoroacetate. This solution was allowed to stir for 30 minutes and then 105 mmol of triphenylmethyl chloride was added. After stirring overnight, the solution was transferred to a separatory fimnel and washed twice with water. The organic layer was dried with sodium sulfate, filtered and evaporated to a yellow oil. The product was determined to be impure and was redissolved... Starting materials: COc1ccc(CN)cc1OC, [Na+], [OH-], C=C(CC(=O)O)C(=O)O. The product is COc1ccc(CN2CC(C(=O)O)CC2=O)cc1OC. Reaction SMILES: [CH3:10][O:11][c:12]1[cH:13][c:14]([CH2:15][NH2:16])[cH:17][cH:18][c:19]1[O:20][CH3:21].[Na+:23].[OH-:22].[OH:1][C:2](=[O:3])[CH2:4][C:5](=[CH2:6])[C:7]([OH:8])=[O:9]>>[C:2]1(=[O:3])[CH2:4][CH:5]([C:7]([OH:8])=[O:9])[CH2:6][N:16]1[CH2:15][c:14]1[cH:13][c:12]([O:11][CH3:10])[c:19]([O:20][CH3:21])[cH:18][cH:17]1. Starting materials: Vinyl Grignard reagent, [NH4+].[Cl-] (NH4Cl), ClC1=C(C(=O)O)C=CC=C1[N+](=O)[O-] (2-chloro-3-nitrobenzoic acid), [N+](=O)([O-])C1=C(C(=O)O)C=CC=C1 (nitrobenzoic acid). Run in C1CCOC1 (THF), C1CCOC1 (THF). Reaction conditions: temperature -45 celsius. Product: ClC=1C(=CC=C2C=CNC12)C(=O)O (7-chloro-1H-indole-6-carboxylic acid). Isolated yield 90.0%. Reaction SMILES: [Cl:1][C:2]1[C:10]([N+:11]([O-])=O)=[CH:9][CH:8]=[CH:7][C:3]=1[C:4]([OH:6])=[O:5].[N+]([C:17]1C=CC=C[C:18]=1C(O)=O)([O-])=O.[NH4+].[Cl-]>C1COCC1>[Cl:1][C:2]1[C:3]([C:4]([OH:6])=[O:5])=[CH:7][CH:8]=[C:9]2[C:10]=1[NH:11][CH:18]=[CH:17]2 |f:2.3|. Procedure: A two liter 3-neck flask was assembled with an overhead stir, flame dried and flushed with nitrogen. To this was added 1.0 equivalent of 2-chloro-3-nitrobenzoic acid (30 grams, 148.8 mmol) in 300 mL dry THF. The flask was then cooled to −45° C. with the aid of an ethanol/dry ice bath. 4.0 equivalents of cold Vinyl Grignard reagent (Aldrich, 1M Sure/Seal™ bottles) was then cannulated into the solution of nitrobenzoic acid. An additional 100 mL of dry THF was then added via cannula to the very thi... Reactants: O1C(=NC2=C1C=CC=C2)N(C)CCOC2=CC=C(C=C2)CC(C(=O)OC)Cl (methyl 3-[4-[2-[N-(2-benzoxazolyl)-N-methylamino]ethoxy]phenyl]-2-chloropropanoate), [OH-].[Na+] (sodium hydroxide), CO (methanol). Run in O (water). Run at time 1.75 hour. Product: O1C(=NC2=C1C=CC=C2)N(C)CCOC2=CC=C(C=C2)CC(C(=O)O)Cl (3-[4-[2-[N-(2-Benzoxazolyl)-N-methylamino]ethoxy]phenyl]-2-chloropropanoic Acid). As a reaction SMILES: [O:1]1[C:5]2[CH:6]=[CH:7][CH:8]=[CH:9][C:4]=2[N:3]=[C:2]1[N:10]([CH2:12][CH2:13][O:14][C:15]1[CH:20]=[CH:19][C:18]([CH2:21][CH:22]([Cl:27])[C:23]([O:25]C)=[O:24])=[CH:17][CH:16]=1)[CH3:11].[OH-].[Na+].CO>O>[O:1]1[C:5]2[CH:6]=[CH:7][CH:8]=[CH:9][C:4]=2[N:3]=[C:2]1[N:10]([CH2:12][CH2:13][O:14][C:15]1[CH:20]=[CH:19][C:18]([CH2:21][CH:22]([Cl:27])[C:23]([OH:25])=[O:24])=[CH:17][CH:16]=1)[CH3:11] |f:1.2|. Reported procedure: A mixture of methyl 3-[4-[2-[N-(2-benzoxazolyl)-N-methylamino]ethoxy]phenyl]-2-chloropropanoate (0.94 g), 10% aqueous sodium hydroxide solution (5 mL) and methanol (15 mL) was stirred at room temperature for 1.75 hrs. The mixture was then diluted with water (400 mL) and washed with dichloromethane (300 mL). The aqueous layer was acidified to pH 2 with concentrated hydrochloric acid and extracted with ethyl acetate (2×250 mL). The combined ethyl acetate extracts were washed with water (500 mL), b... Reactants: OCCCOC1=CC=C(C=C1)C[C@@H](C(=O)O)OC ((2S)-3-[4-(3-hydroxy-propoxy)-phenyl]-2-methoxy-propionic acid), CCCCC=1C=CC(=CC1)O (4-n-butylphenol). Yields the product C(CCC)C1=CC=C(OCCCOC2=CC=C(C=C2)C[C@@H](C(=O)O)OC)C=C1 ((2S)-3-{4-[3-(4-Butyl-phenoxy)-propoxy]-phenyl}-2-methoxy-propionic acid), solid. The yield is 7.0%. RXN SMILES: [OH:1][CH2:2][CH2:3][CH2:4][O:5][C:6]1[CH:11]=[CH:10][C:9]([CH2:12][C@H:13]([O:17][CH3:18])[C:14]([OH:16])=[O:15])=[CH:8][CH:7]=1.[CH3:19][CH2:20][CH2:21][CH2:22][C:23]1[CH:24]=[CH:25][C:26](O)=[CH:27][CH:28]=1>>[CH2:22]([C:23]1[CH:24]=[CH:25][C:26]([O:1][CH2:2][CH2:3][CH2:4][O:5][C:6]2[CH:11]=[CH:10][C:9]([CH2:12][C@H:13]([O:17][CH3:18])[C:14]([OH:16])=[O:15])=[CH:8][CH:7]=2)=[CH:27][CH:28]=1)[CH2:21][CH2:20][CH3:19]. Procedure: The title compound was prepared from (2S)-3-[4-(3-hydroxy-propoxy)-phenyl]-2-methoxy-propionic acid linked to Wang's Resin (Example 94, Step D) via Mitsunobu coupling with 4-n-butylphenol and cleavage from the resin (Standard Procedure G) gave an oily solid (7%). 1H-NMR (200.15 MHz, CDCl3): δ 7.11 (dd, 4H, J=12.7, 8.6), 6.82 (dd, 4H, J=8.6, 3.2), 4.12 (t, 4H, J=6.2), 3.97 (dd, 1H, J=7.7, 4.4), 3.38 (s, 3H), 3.30 (dd, 1H, J=14.5, 4.4), 2.94 (dd, 1H, J=14.5, 7.7), 2.54 (t, 2H, J=7.7), 2.23 (qn, 2H... Starting materials: c1(cccnc1)C(C)O, [Si](O[Si](C)C)(C)C, c1(c(cccc1)F)[N+](=O)[O-]. The reagents and catalysts are c1ccc(cc1)-c2c3ccccc3cc4ccccc24 (9-Phenylanthracene), CC(C)(C)N=P(N=P(N(C)C)(N(C)C)N(C)C)(N=P(N(C)C)(N(C)C)N(C)C)N=P(N(C)C)(N(C)C)N(C)C (P4-t-Bu). Run in C1COCCO1 (Dioxane). Run at temperature 20 celsius, time 18 hour. Yields the product CC(Oc1ccccc1[N+](=O)[O-])c2cccnc2. As a reaction SMILES: [O-:1][N+:2]([c:4]1[c:9](F)[cH:8][cH:7][cH:6][cH:5]1)=[O:3].[CH3:10][CH:11]([c:13]1[cH:18][n:17][cH:16][cH:15][cH:14]1)[OH:12].C[SiH](O[SiH](C)C)C>>[CH3:10][CH:11]([c:13]1[cH:18][n:17][cH:16][cH:15][cH:14]1)[O:12][c:9]2[c:4]([N+:2]([O-:1])=[O:3])[cH:5][cH:6][cH:7][cH:8]2. Starting materials: N(C(=N)N)C=1NC=C(N1)CCCCN (2-guanidino-4-(4-aminobutyl)imidazole), CN=C=S (methylisothiocyanate). Run in C(C)O (ethanol). Reaction conditions: time 8 hour. The product is N(C(=N)N)C=1NC=C(N1)CCCCNC(=S)NC (2-guanidino-4-[4-(3-methylthioureido)butyl]imidazole). Reaction SMILES: [NH:1]([C:5]1[NH:6][CH:7]=[C:8]([CH2:10][CH2:11][CH2:12][CH2:13][NH2:14])[N:9]=1)[C:2]([NH2:4])=[NH:3].[CH3:15][N:16]=[C:17]=[S:18]>C(O)C>[NH:1]([C:5]1[NH:6][CH:7]=[C:8]([CH2:10][CH2:11][CH2:12][CH2:13][NH:14][C:17]([NH:16][CH3:15])=[S:18])[N:9]=1)[C:2]([NH2:4])=[NH:3]. Procedure details: A mixture of 2-guanidino-4-(4-aminobutyl)imidazole (0.15 g.) and methylisothiocyanate (0.1 g.) in ethanol (10 ml.) was stirred overnight and then evaporated to dryness. The residue was purified by chromatography on a silica gel column using chloroform/methanol/ammonia (s.g. 0.880) 80:20:0.3 v/v/v. The appropriate fractions on evaporation gave a gum which crystallized on triturating in petroleum ether (b.p. 40°-60° C.) to give 2-guanidino-4-[4-(3-methylthioureido)butyl]imidazole, m.p. 179°-184° C... Reactants: CO, CC(C)(C)OC(=O)COCC1CCC2C(CC(OC3CCCCO3)C2CO[Si](C)(C)C(C)(C)C)OC1, [Na+], [OH-]. Product: CC(C)(C)[Si](C)(C)OCC1C(OC2CCCCO2)CC2OCC(COCC(=O)O)CCC21. RXN SMILES: [CH3:39][OH:40].[CH3:3][Si:4]([O:5][CH2:6][CH:7]1[CH:8]([O:27][CH:28]2[O:29][CH2:30][CH2:31][CH2:32][CH2:33]2)[CH2:9][CH:10]2[O:11][CH2:12][CH:13]([CH2:17][O:18][CH2:19][C:20](=[O:21])[O:22][C:23]([CH3:24])([CH3:25])[CH3:26])[CH2:14][CH2:15][CH:16]12)([C:34]([CH3:35])([CH3:36])[CH3:37])[CH3:38].[Na+:2].[OH-:1]>>[CH3:3][Si:4]([O:5][CH2:6][CH:7]1[CH:8]([O:27][CH:28]2[O:29][CH2:30][CH2:31][CH2:32][CH2:33]2)[CH2:9][CH:10]2[O:11][CH2:12][CH:13]([CH2:17][O:18][CH2:19][C:20](=[O:21])[OH:22])[CH2:14][CH2:15][CH:16]12)([C:34]([CH3:35])([CH3:36])[CH3:37])[CH3:38]. The reactants are C(=O)(C(F)(F)F)O (TFA), C(C)(C)(C)OC(NC1CN(CCC1)C1=NC(=NC(=C1C#CC=1C=NC(=CC1)N)C)N)=O ({1-[2-amino-5-(6-amino-pyridin-3-ylethynyl)-6-methyl-pyrimidin-4-yl]-piperidin-3-yl}-carbamic acid tert-butyl ester), C(=O)([O-])[O-].[Na+].[Na+] (Na2CO3). Solvent: C(Cl)Cl (DCM). Product: NC1CN(CCC1)C1=NC(=NC(=C1C#CC=1C=NC(=CC1)N)C)N (4-(3-Amino-piperidin-1-yl)-5-(6-amino-pyridin-3-ylethynyl)-6-methyl-pyrimidin-2-ylamine). Reaction SMILES: C(OC(=O)[NH:7][CH:8]1[CH2:13][CH2:12][CH2:11][N:10]([C:14]2[C:19]([C:20]#[C:21][C:22]3[CH:23]=[N:24][C:25]([NH2:28])=[CH:26][CH:27]=3)=[C:18]([CH3:29])[N:17]=[C:16]([NH2:30])[N:15]=2)[CH2:9]1)(C)(C)C.C(O)(C(F)(F)F)=O.C([O-])([O-])=O.[Na+].[Na+]>C(Cl)Cl>[NH2:7][CH:8]1[CH2:13][CH2:12][CH2:11][N:10]([C:14]2[C:19]([C:20]#[C:21][C:22]3[CH:23]=[N:24][C:25]([NH2:28])=[CH:26][CH:27]=3)=[C:18]([CH3:29])[N:17]=[C:16]([NH2:30])[N:15]=2)[CH2:9]1 |f:2.3.4|. Procedure: 3.3 g (7.8 mmol) of {1-[2-amino-5-(6-amino-pyridin-3-ylethynyl)-6-methyl-pyrimidin-4-yl]-piperidin-3-yl}-carbamic acid tert-butyl ester are dissolved in DCM (50 mL) and 26 mL TFA are added. The reaction mixture is stirred over night at RT. The reaction mixture is adjusted to neutral pH using concentrated aqueous Na2CO3 solution and the DCM is evaporated at reduced pressure. The residue is washed with water, taken up in acetonitrile and freeze dried. The crude product is used without further puri...